Dataset: the Open Reaction Database (ORD), a public repository of structured organic reaction records. Task: describe an organic reaction: reactants, conditions, products, and yield Starting materials: C1(=CC=CC=C1)C1(CCCCCC1)N1CCC(CC1)N1C=NC2=C1C=CC=C2 (1-[1-(1-Phenylcycloheptyl)-4-piperidinyl]-1H-benzimidazole), C(CCC)[Li] (n-butyllithium), C(C)(C)(C)OC(=O)NCCC(=O)N(C)OC (3-t-butoxycarbonylamino-N-methoxy-N-methylpropionamide). Run in C1CCOC1 (THF), C1CCOC1 (THF). Conditions: temperature -78 celsius, time 1 hour. Product: NCCC(=O)C1=NC2=C(N1C1CCN(CC1)C1(CCCCCC1)C1=CC=CC=C1)C=CC=C2 (3-Amino-1-{1-[1-(1-phenylcycloheptyl)-4-piperidinyl]-1H-benzimidazol-2-yl}-1-propanone). Isolated yield 74.0%. Reaction SMILES: [C:1]1([C:7]2([N:14]3[CH2:19][CH2:18][CH:17]([N:20]4[C:24]5[CH:25]=[CH:26][CH:27]=[CH:28][C:23]=5[N:22]=[CH:21]4)[CH2:16][CH2:15]3)[CH2:13][CH2:12][CH2:11][CH2:10][CH2:9][CH2:8]2)[CH:6]=[CH:5][CH:4]=[CH:3][CH:2]=1.C([Li])CCC.C(OC([NH:41][CH2:42][CH2:43][C:44](N(OC)C)=[O:45])=O)(C)(C)C>C1COCC1>[NH2:41][CH2:42][CH2:43][C:44]([C:21]1[N:20]([CH:17]2[CH2:16][CH2:15][N:14]([C:7]3([C:1]4[CH:2]=[CH:3][CH:4]=[CH:5][CH:6]=4)[CH2:8][CH2:9][CH2:10][CH2:11][CH2:12][CH2:13]3)[CH2:19][CH2:18]2)[C:24]2[CH:25]=[CH:26][CH:27]=[CH:28][C:23]=2[N:22]=1)=[O:45]. Reported procedure: To a stirred solution of 1-[1-(1-phenylcycloheptyl)-4-piperidinyl]-1H-benzimidazole (Example 12, 66.3 mg, 0.178 mmol) in THF(4 ml) was added n-butyllithium (1.54M solution in hexane, 0.923 ml, 1.42 mmol) at −78° C. After 1 h stirring at −78° C., a solution of 3-t-butoxycarbonylamino-N-methoxy-N-methylpropionamide (140 mg, 0.604 mmol, this was prepared according to the reported procedure: G. Bitan et al, J. Chem. Soc., Perkin Trans. 1, 1997, 1501-1510) in THF (1.5 ml) was added to the reaction mi... The reactants are ClC1=NC(=NC=N1)Cl (2,6-dichloro-1,3,5-triazine), C([O-])([O-])=O.[K+].[K+] (potassium carbonate), OC1=C(C=CC=C1)/C(/C(=O)OC)=C\OC ((E)-methyl 2-(2-hydroxyphenyl)-3-methoxypropenoate), [F-].[Cs+] (caesium fluoride), C1COCCOCCOCCOCCOCCO1 (18-crown-6). Solvent: C(C)#N (acetonitrile), C(C)#N (acetonitrile), C(C)OCC (diethyl ether). Yields the product ClC1=NC(=NC=N1)OC1=C(C=CC=C1)/C(/C(=O)OC)=C\OC ((E)-methyl 2-[2-(4-chloro-1,3,5-triazin-2-yloxy)phenyl]-3-methoxypropenoate). Isolated yield 65.3%. As a reaction SMILES: [Cl:1][C:2]1[N:7]=[CH:6][N:5]=[C:4](Cl)[N:3]=1.C(=O)([O-])[O-].[K+].[K+].[OH:15][C:16]1[CH:21]=[CH:20][CH:19]=[CH:18][C:17]=1/[C:22](=[CH:27]\[O:28][CH3:29])/[C:23]([O:25][CH3:26])=[O:24].[F-].[Cs+].C1OCCOCCOCCOCCOCCOC1>C(#N)C.C(OCC)C>[Cl:1][C:2]1[N:7]=[CH:6][N:5]=[C:4]([O:15][C:16]2[CH:21]=[CH:20][CH:19]=[CH:18][C:17]=2/[C:22](=[CH:27]\[O:28][CH3:29])/[C:23]([O:25][CH3:26])=[O:24])[N:3]=1 |f:1.2.3,5.6|. Procedure details: To a stirred solution of 2,6-dichloro-1,3,5-triazine (0.3 g, 2 mmol; made according to R L N Harris, Synthesis, 1981, 907) and potassium carbonate (0.28 g, 2 mmol) in dry acetonitrile (25 ml) at 0° C. under an atmosphere of nitrogen was added dropwise a solution of (E)-methyl 2-(2-hydroxyphenyl)-3-methoxypropenoate (0.42 g, 2 mmol) in dry acetonitrile (7 ml). Anhydrous caesium fluoride (0.30 g, 2 mmol) and a catalytic amount of 18-crown-6 were added with stirring and the temperature was allowed ... Reactants: ClC1=CC=C(CN2CCNCC2)C=C1 (N-(4-Chlorobenzyl)piperazine), Cl (hydrochloric acid), ClC1=C(C=CC=O)C=CC(=C1)Cl (2,4-dichlorocinnamaldehyde), C(=O)O (formic acid). The solvent is C(C)O (ethanol), C(C)O (ethanol). Conditions: temperature 130 celsius. Product: Cl.Cl.ClC1=CC=C(CN2CCN(CC2)CC=CC2=C(C=C(C=C2)Cl)Cl)C=C1 (1-(4-chlorobenzyl)-4-(2,4-dichlorocinnamyl)piperazine dihydrochloride). The yield is 81.4%. RXN SMILES: [Cl:1][C:2]1[CH:14]=[CH:13][C:5]([CH2:6][N:7]2[CH2:12][CH2:11][NH:10][CH2:9][CH2:8]2)=[CH:4][CH:3]=1.[Cl:15][C:16]1[CH:25]=[C:24]([Cl:26])[CH:23]=[CH:22][C:17]=1[CH:18]=[CH:19][CH:20]=O.C(O)=O.Cl>C(O)C>[ClH:1].[ClH:15].[Cl:1][C:2]1[CH:14]=[CH:13][C:5]([CH2:6][N:7]2[CH2:12][CH2:11][N:10]([CH2:20][CH:19]=[CH:18][C:17]3[CH:22]=[CH:23][C:24]([Cl:26])=[CH:25][C:16]=3[Cl:15])[CH2:9][CH2:8]2)=[CH:4][CH:3]=1 |f:5.6.7|. Procedure: N-(4-Chlorobenzyl)piperazine (4.2 g, 19.93 mmole) (which is prepared by the process as disclosed in Yoshiaki Ikeda et al., Yakugaku Zasshi, Vol. 89, 669-676, 1969) and 2,4-dichlorocinnamaldehyde (4.1 g, 20.39 mmole) (which is prepared by the process as disclosed in U.S. Pat. No. 3,094,561) are mixed and heated on an oil bath at 130° C. to melt them, and thereto is added dropwise formic acid (2.0 ml, 52.6 mmole), and the mixture is stirred under heating for 30 minutes. The reaction mixture is all... The reactants are C, CO, CN(C)CCN1CCN(C(=O)Nc2cc(Oc3ccc([N+](=O)[O-])cc3F)ncn2)CC1, [H][H], C1CCOC1, [Pd]. Product: CN(C)CCN1CCN(C(=O)Nc2cc(Oc3ccc(N)cc3F)ncn2)CC1. As a reaction SMILES: [C:39].[CH3:41][OH:42].[F:6][c:7]1[c:8]([O:9][c:10]2[cH:11][c:12]([NH:16][C:17](=[O:18])[N:19]3[CH2:20][CH2:21][N:22]([CH2:25][CH2:26][N:27]([CH3:28])[CH3:29])[CH2:23][CH2:24]3)[n:13][cH:14][n:15]2)[cH:30][cH:31][c:32]([N+:34]([O-:35])=[O:36])[cH:33]1.[H:37][H:38].[O:1]1[CH2:2][CH2:3][CH2:4][CH2:5]1.[Pd:40]>>[F:6][c:7]1[c:8]([O:9][c:10]2[cH:11][c:12]([NH:16][C:17](=[O:18])[N:19]3[CH2:20][CH2:21][N:22]([CH2:25][CH2:26][N:27]([CH3:28])[CH3:29])[CH2:23][CH2:24]3)[n:13][cH:14][n:15]2)[cH:30][cH:31][c:32]([NH2:34])[cH:33]1.